From a dataset of the Open Reaction Database (ORD), a public repository of structured organic reaction records. describe an organic reaction: reactants, conditions, products, and yield Reactants: [Si](C)(C)(C(C)(C)C)O[C@H]1CC[C@H](CC1)N1C=C(C=2C(=NC=CC21)OC)I (1-(cis-4-((tert-butyl(dimethyl)silyl)oxy)cyclohexyl)-3-iodo-4-methoxy-1H-pyrrolo[3,2-c]pyridine), CC1(OB(OC1(C)C)C1=CC=C(C=C1)S(=O)(=O)N)C (4-(4,4,5,5-tetramethyl-1,3,2-dioxaborolan-2-yl)benzenesulfonamide), C([O-])([O-])=O.[K+].[K+] (potassium carbonate). The reagents and catalysts are C=1C=CC(=CC1)[P](C=2C=CC=CC2)(C=3C=CC=CC3)[Pd]([P](C=4C=CC=CC4)(C=5C=CC=CC5)C=6C=CC=CC6)([P](C=7C=CC=CC7)(C=8C=CC=CC8)C=9C=CC=CC9)[P](C=1C=CC=CC1)(C=1C=CC=CC1)C=1C=CC=CC1 (tetrakis(triphenylphosphine)palladium(0)). Solvent: CN(C)C=O (DMF), O (water), O (water). Reaction conditions: temperature 130 celsius, time 1 hour. The product is [Si](C)(C)(C(C)(C)C)O[C@H]1CC[C@H](CC1)N1C=C(C=2C(=NC=CC21)OC)C2=CC=C(C=C2)S(=O)(=O)N (4-(1-(cis-4-((tert-butyl(dimethyl)silyl)oxy)cyclohexyl)-4-methoxy-1H-pyrrolo[3,2-c]pyridin-3-yl)benzenesulfonamide). Isolated yield 21.4%. Reaction SMILES: [Si:1]([O:8][C@@H:9]1[CH2:14][CH2:13][C@H:12]([N:15]2[C:23]3[CH:22]=[CH:21][N:20]=[C:19]([O:24][CH3:25])[C:18]=3[C:17](I)=[CH:16]2)[CH2:11][CH2:10]1)([C:4]([CH3:7])([CH3:6])[CH3:5])([CH3:3])[CH3:2].CC1(C)C(C)(C)OB([C:35]2[CH:40]=[CH:39][C:38]([S:41]([NH2:44])(=[O:43])=[O:42])=[CH:37][CH:36]=2)O1.C(=O)([O-])[O-].[K+].[K+]>CN(C=O)C.O.C1C=CC([P]([Pd]([P](C2C=CC=CC=2)(C2C=CC=CC=2)C2C=CC=CC=2)([P](C2C=CC=CC=2)(C2C=CC=CC=2)C2C=CC=CC=2)[P](C2C=CC=CC=2)(C2C=CC=CC=2)C2C=CC=CC=2)(C2C=CC=CC=2)C2C=CC=CC=2)=CC=1>[Si:1]([O:8][C@@H:9]1[CH2:14][CH2:13][C@H:12]([N:15]2[C:23]3[CH:22]=[CH:21][N:20]=[C:19]([O:24][CH3:25])[C:18]=3[C:17]([C:35]3[CH:40]=[CH:39][C:38]([S:41]([NH2:44])(=[O:43])=[O:42])=[CH:37][CH:36]=3)=[CH:16]2)[CH2:11][CH2:10]1)([C:4]([CH3:7])([CH3:6])[CH3:5])([CH3:3])[CH3:2] |f:2.3.4,^1:61,63,82,101|. Procedure: To a solution of 1-(cis-4-((tert-butyl(dimethyl)silyl)oxy)cyclohexyl)-3-iodo-4-methoxy-1H-pyrrolo[3,2-c]pyridine (100 mg) in DMF (2 mL)/water (0.20 mL) were added 4-(4,4,5,5-tetramethyl-1,3,2-dioxaborolan-2-yl)benzenesulfonamide (70.6 mg), tetrakis(triphenylphosphine)palladium(0) (23.8 mg) and potassium carbonate (56.8 mg). The reaction mixture was stirred under microwave irradiation at 130° C. for 1 hr. The reaction mixture was diluted with water, and the mixture was extracted with ethyl acetat... The reactants are [N+](=O)([O-])C1=CC=C(C=C1)C1CS(OS(C1)(=O)=O)(=O)=O (4-(4-nitro-phenyl)-[1,2,6]oxadithiane 2,2,6,6-tetraoxide), COC1=CC=C(CN)C=C1 (4-methoxy-benzylamine). Product: COC1=CC=C(CN2S(CC(CS2(=O)=O)C2=CC=C(C=C2)[N+](=O)[O-])(=O)=O)C=C1 (2-(4-Methoxy-benzyl)-5-(4-nitro-phenyl)-[1,3,2]dithiazinane 1,1,3,3-tetraoxide). RXN SMILES: [N+:1]([C:4]1[CH:9]=[CH:8][C:7]([CH:10]2[CH2:15][S:14](=[O:17])(=[O:16])O[S:12](=[O:19])(=[O:18])[CH2:11]2)=[CH:6][CH:5]=1)([O-:3])=[O:2].[CH3:20][O:21][C:22]1[CH:29]=[CH:28][C:25]([CH2:26][NH2:27])=[CH:24][CH:23]=1>>[CH3:20][O:21][C:22]1[CH:29]=[CH:28][C:25]([CH2:26][N:27]2[S:12](=[O:18])(=[O:19])[CH2:11][CH:10]([C:7]3[CH:6]=[CH:5][C:4]([N+:1]([O-:3])=[O:2])=[CH:9][CH:8]=3)[CH2:15][S:14]2(=[O:16])=[O:17])=[CH:24][CH:23]=1. Procedure details: A solution of 4-(4-nitro-phenyl)-[1,2,6]oxadithiane 2,2,6,6-tetraoxide (as prepared in the previous step) is treated with 4-methoxy-benzylamine according to the procedure of Example 2, step (c) to afford the title compound. Reaction SMILES: Cl.[CH3:2][O:3][C:4](=[O:22])/[CH:5]=[CH:6]/[C:7]1[CH:8]=[C:9]2[C:18](=[CH:19][CH:20]=1)[O:17][C:12]1([CH2:16][CH2:15][NH:14][CH2:13]1)[CH2:11][C:10]2=[O:21].C=O.[BH-](OC(C)=O)(OC(C)=O)O[C:27](C)=O.[Na+]>>[CH3:2][O:3][C:4](=[O:22])/[CH:5]=[CH:6]/[C:7]1[CH:8]=[C:9]2[C:18](=[CH:19][CH:20]=1)[O:17][C:12]1([CH2:16][CH2:15][N:14]([CH3:27])[CH2:13]1)[CH2:11][C:10]2=[O:21] |f:0.1,3.4|. Procedure: (±)-(E)-3-[1′-Methyl-4-oxo-spiro(chromane-2,3′-pyrrolidine)-6-yl]-acrylic acid methyl ester was synthesized by treating Intermediate 1 (253 mg, 0.78 mmol), with aqueous 37% formaldehyde solution. (0.069 ml, 0.94 mmol), and NaBH(OAc)3 (252 mg, 1.17 mmol) according to the procedure for preparation of Example 2, Step A, to give the product as yellow solid (111 mg). The reactants are [BH-](OC(=O)C)(OC(=O)C)OC(=O)C.[Na+] (NaBH(OAc)3), Cl.COC(\C=C\C=1C=C2C(CC3(CNCC3)OC2=CC1)=O)=O ((±)-(E)-3-[4-oxo-spiro(chromane-2,3′-pyrrolidine)-6-yl]-acrylic acid methyl ester hydrochloride salt), C=O (formaldehyde). The product is COC(\C=C\C=1C=C2C(CC3(CN(CC3)C)OC2=CC1)=O)=O ((±)-(E)-3-[1′-Methyl-4-oxo-spiro(chromane-2,3′-pyrrolidine)-6-yl]-acrylic acid methyl ester), product. Reactants: (1aRS,7bSR)-5-(2-fluorobenzenesulfonylamino)-1,1a,2,7b-tetrahydrocyclopropa-[c]chromene-4, FC1=C(C=CC=C1)S(=O)(=O)NC1=CC=C2C3C(COC2=C1C(=O)O)C3 ((1aRS,7bSR)-5-(2-fluorobenzenesulfonylamino)-1,1a,2,7b-tetrahydrocyclopropa-[c]chromene-4-carboxylic acid), C(C)N1C[C@@H](CC1)CN (((S)-1-ethylpyrrolidin-3-yl)methylamine), C(C)N1C[C@@H](CC1)CN (((S)-1-ethylpyrrolidin-3-yl)methylamine). Solvent: CS(=O)C (DMSO), CO (methanol). Conditions: temperature 120 celsius. The product is C(C)N1C[C@@H](CC1)CNC1=C(C=CC=C1)S(=O)(=O)NC1=CC=C2C3C(COC2=C1C(=O)O)C3 ((1aRS,7bSR)-5-{2-[((S)-1-ethylpyrrolidin-3-ylmethyl)amino]benzene-sulfonylamino}-1,1a,2,7b-tetrahydrocyclopropa[c]-chromene-4-carboxylic acid). Reaction SMILES: F[C:2]1[CH:7]=[CH:6][CH:5]=[CH:4][C:3]=1[S:8]([NH:11][C:12]1[C:21]([C:22]([OH:24])=[O:23])=[C:20]2[C:15]([CH:16]3[CH2:25][CH:17]3[CH2:18][O:19]2)=[CH:14][CH:13]=1)(=[O:10])=[O:9].[CH2:26]([N:28]1[CH2:32][CH2:31][C@@H:30]([CH2:33][NH2:34])[CH2:29]1)[CH3:27]>CS(C)=O.CO>[CH2:26]([N:28]1[CH2:32][CH2:31][C@@H:30]([CH2:33][NH:34][C:2]2[CH:7]=[CH:6][CH:5]=[CH:4][C:3]=2[S:8]([NH:11][C:12]2[C:21]([C:22]([OH:24])=[O:23])=[C:20]3[C:15]([CH:16]4[CH2:25][CH:17]4[CH2:18][O:19]3)=[CH:14][CH:13]=2)(=[O:10])=[O:9])[CH2:29]1)[CH3:27]. Reported procedure: A solution of (1aRS,7bSR)-5-(2-fluorobenzenesulfonylamino)-1,1a,2,7b-tetrahydrocyclopropa-[c]chromene-4-carboxylic (Intermediate 67, 0.08 g), and ((S)-1-ethylpyrrolidin-3-yl)methylamine (Intermediate 169, 0.8 g) in DMSO (0.2 mL) was stirred and heated at 120° C. for 24 hours. After cooling, the mixture was diluted with methanol and concentrated under vacuum. The residue was purified by HPLC (C18) to give (1aRS,7bSR)-5-{2-[((S)-1-ethylpyrrolidin-3-ylmethyl)amino]benzene-sulfonylamino}-1,1a,2,7b-t... Reactants: [BH4-].[Na+] (Sodium borohydride), BrCC(=O)C1COC2=C(O1)C=CC=C2 (2-Bromoacetyl-1,4-benzodioxan), Br (hydrobromic acid). The solvent is CO (methanol). Conditions: temperature -70 celsius, time 12 hour. The product is O1C(COC2=C1C=CC=C2)C(CBr)O (1-(1,4-Benzodioxan-2-yl)-2-bromoethanol). Yield: 25.8%. RXN SMILES: [Br:1][CH2:2][C:3]([CH:5]1[O:10][C:9]2[CH:11]=[CH:12][CH:13]=[CH:14][C:8]=2[O:7][CH2:6]1)=[O:4].[BH4-].[Na+].Br>CO>[O:10]1[C:9]2[CH:11]=[CH:12][CH:13]=[CH:14][C:8]=2[O:7][CH2:6][CH:5]1[CH:3]([OH:4])[CH2:2][Br:1] |f:1.2|. Procedure: 2-Bromoacetyl-1,4-benzodioxan(53.8 g) in methanol (500 mls) was cooled to -70° C. Sodium borohydride (10.3 g) was added and the solution stirred at -70° C. for 12 hours. The solution was treated with hydrobromic acid until acidic and the solvent evaporated. The residue was dissolved in ether and the ether extracts were washed with sodium bicarbonate solution; then water and dried (MgSO4) and evaporated to give a white solid. This was recrystallised eight times from petroleum spirit 60-80 to give...